From a dataset of the Open Reaction Database (ORD), a public repository of structured organic reaction records. describe an organic reaction: reactants, conditions, products, and yield The reactants are C[C@@H]1CN(C[C@@H](N1C(C(F)(F)F)=O)C)CC1=NN(C=C1)C(=O)OC(C)(C)C (1,1-Dimethylethyl 3-{[(3R,5S)-3,5-dimethyl-4-(trifluoroacetyl)-1-piperazinyl]methyl}-1H-pyrazole-1-carboxylate). Run in C(=O)(C(F)(F)F)O (TFA), C(Cl)Cl (DCM). Reaction conditions: temperature 25 celsius, time 4 hour. Product: C[C@H]1N([C@H](CN(C1)CC1=NNC=C1)C)C(C(F)(F)F)=O ((2R,6S)-2,6-Dimethyl-4-(1H-pyrazol-3-ylmethyl)-1-(trifluoroacetyl)piperazine). Isolated yield 100.3%. As a reaction SMILES: [CH3:1][C@H:2]1[N:7]([C:8](=[O:13])[C:9]([F:12])([F:11])[F:10])[C@@H:6]([CH3:14])[CH2:5][N:4]([CH2:15][C:16]2[CH:20]=[CH:19][N:18](C(OC(C)(C)C)=O)[N:17]=2)[CH2:3]1>C(O)(C(F)(F)F)=O.C(Cl)Cl>[CH3:1][C@@H:2]1[CH2:3][N:4]([CH2:15][C:16]2[CH:20]=[CH:19][NH:18][N:17]=2)[CH2:5][C@H:6]([CH3:14])[N:7]1[C:8](=[O:13])[C:9]([F:10])([F:12])[F:11]. Procedure details: D8 (2.20 g, 5.63 mmol) was taken up in 25% TFA in DCM (50 ml) and stirred for 4 h at 25° C. The solvent was removed in vacuo and the residue dissolved in DCM (50 ml), washed with saturated NaHCO3, dried (Na2SO4) and concentrated to yield the title compound as an orange foam (1.64 g). δH (CDCl3) 1.43 (6H, d), 2.48 (2H, dd), 2.97 (2H, d), 3.88 (2H, s), 4.15-4.75 (2H, br d), 6.40 (1H, d), 7.64 (1H, d), 8.93 (1H, br s). MS (ES): MH+ 291. Starting materials: [OH-].[Na+] (sodium hydroxide), C(C)(C)(C)OC(=O)N(C=1C=2C=3C(C=C(C3CSN1)C(=O)OCC)=NN(N2)CC2=NC=C(C(=C2C)OC)C)C(=O)OC(C)(C)C (Ethyl 4-[bis(tert-butoxycarbonyl)amino]-2-[(4-methoxy-3,5-dimethylpyridin-2-yl)methyl]-2,7-dihydro-6-thia-1,2,3,5-tetraazabenzo[cd]azulene-8-carboxylate), Cl (hydrochloric acid). Solvent: CO (methanol). Reaction conditions: time 16 hour. Product: C(C)(C)(C)OC(=O)NC=1C=2C=3C(C=C(C3CSN1)C(=O)O)=NN(N2)CC2=NC=C(C(=C2C)OC)C (4-[(tert-Butoxycarbonyl)amino]-2-[(4-methoxy-3,5-dimethylpyridin-2-yl)methyl]-2,7-dihydro-6-thia-1,2,3,5-tetraazabenzo[cd]azulen-8-carboxylic acid). Isolated yield 92.9%. RXN SMILES: [C:1]([O:5][C:6]([N:8](C(OC(C)(C)C)=O)[C:9]1[C:10]2[C:11]3[C:12](=[N:24][N:25]([CH2:27][C:28]4[C:33]([CH3:34])=[C:32]([O:35][CH3:36])[C:31]([CH3:37])=[CH:30][N:29]=4)[N:26]=2)[CH:13]=[C:14]([C:19]([O:21]CC)=[O:20])[C:15]=3[CH2:16][S:17][N:18]=1)=[O:7])([CH3:4])([CH3:3])[CH3:2].[OH-].[Na+].Cl>CO>[C:1]([O:5][C:6]([NH:8][C:9]1[C:10]2[C:11]3[C:12](=[N:24][N:25]([CH2:27][C:28]4[C:33]([CH3:34])=[C:32]([O:35][CH3:36])[C:31]([CH3:37])=[CH:30][N:29]=4)[N:26]=2)[CH:13]=[C:14]([C:19]([OH:21])=[O:20])[C:15]=3[CH2:16][S:17][N:18]=1)=[O:7])([CH3:4])([CH3:3])[CH3:2] |f:1.2|. Procedure: Ethyl 4-[bis(tert-butoxycarbonyl)amino]-2-[(4-methoxy-3,5-dimethylpyridin-2-yl)methyl]-2,7-dihydro-6-thia-1,2,3,5-tetraazabenzo[cd]azulene-8-carboxylate (0.92 g) was dissolved in methanol (10 ml) under cooling in an ice bath. A 1 N sodium hydroxide solution (10 ml) was added, and the mixture was stirred for 16 hours while gradually returning to room temperature. The reaction solution was neutralized with a 0.5 N hydrochloric acid solution, and then the solvent was concentrated. The resulting res... The reactants are CC(C)(C)OC(=O)N1CC(O[Si](C)(C)C(C)(C)C)C2C1CCN2C(=O)OCc1ccccc1, C1CCOC1, CCOC(C)=O, F, c1ccncc1. Yields the product CC(C)(C)OC(=O)N1CC(O)C2C1CCN2C(=O)OCc1ccccc1. RXN SMILES: [C:1]([CH3:2])([CH3:3])([CH3:4])[O:5][C:6](=[O:7])[N:8]1[CH:9]2[CH:10]([CH:11]([O:13][Si:14]([C:15]([CH3:16])([CH3:17])[CH3:18])([CH3:19])[CH3:20])[CH2:12]1)[N:21]([C:24](=[O:25])[O:26][CH2:27][c:28]1[cH:29][cH:30][cH:31][cH:32][cH:33]1)[CH2:22][CH2:23]2.[CH2:41]1[O:42][CH2:43][CH2:44][CH2:45]1.[CH3:46][CH2:47][O:48][C:49]([CH3:50])=[O:51].[FH:34].[cH:35]1[cH:36][cH:37][n:38][cH:39][cH:40]1>>[C:1]([CH3:2])([CH3:3])([CH3:4])[O:5][C:6](=[O:7])[N:8]1[CH:9]2[CH:10]([CH:11]([OH:13])[CH2:12]1)[N:21]([C:24](=[O:25])[O:26][CH2:27][c:28]1[cH:29][cH:30][cH:31][cH:32][cH:33]1)[CH2:22][CH2:23]2. The reactants are C1(=CC=CC=C1)P(C1=CC=CC=C1)C1=CC=CC=C1 (triphenylphosphine), C([O-])([O-])=O.[Na+].[Na+] (sodium carbonate), COC1=CC=C(C=C1)B(O)O (4-Methoxyphenylboronic acid), C(C)(C)(C)OC(=O)N1CC(CC1)CNC(COC1=NC=C(C=N1)Br)=O (N-(1-tert-butoxycarbonylpyrrolidin-3-(RS)-ylmethyl)-2-(5-bromopyrimidin-2-yloxy)acetamide). The reagents and catalysts are C(C)(=O)[O-].[Pd+2].C(C)(=O)[O-] (palladium acetate). Solvent: O (water), O (Water), C(CC)O (1-propanol). Conditions: time 1 hour. Product: N1CC(CC1)CNC(COC1=NC=C(C=N1)C1=CC=C(C=C1)OC)=O (N-(pyrrolidin-3-(RS)-ylmethyl)-2-[5-(4-methoxyphenyl)pyrimidin-2-yloxy]acetamide). As a reaction SMILES: [CH3:1][O:2][C:3]1[CH:8]=[CH:7][C:6](B(O)O)=[CH:5][CH:4]=1.C(OC([N:19]1[CH2:23][CH2:22][CH:21]([CH2:24][NH:25][C:26](=[O:36])[CH2:27][O:28][C:29]2[N:34]=[CH:33][C:32](Br)=[CH:31][N:30]=2)[CH2:20]1)=O)(C)(C)C.C1(P(C2C=CC=CC=2)C2C=CC=CC=2)C=CC=CC=1.C(=O)([O-])[O-].[Na+].[Na+]>C(O)CC.C([O-])(=O)C.[Pd+2].C([O-])(=O)C.O>[NH:19]1[CH2:23][CH2:22][CH:21]([CH2:24][NH:25][C:26](=[O:36])[CH2:27][O:28][C:29]2[N:30]=[CH:31][C:32]([C:6]3[CH:7]=[CH:8][C:3]([O:2][CH3:1])=[CH:4][CH:5]=3)=[CH:33][N:34]=2)[CH2:20]1 |f:3.4.5,7.8.9|. Reported procedure: 4-Methoxyphenylboronic acid (1.0 g, 6.8 mmol, 1.05 equiv.) was added to a solution of N-(1-tert-butoxycarbonylpyrrolidin-3-(RS)-ylmethyl)-2-(5-bromopyrimidin-2-yloxy)acetamide (2.7 g, 6.5 mmol) in 1-propanol (30 mL). The suspension was stirred until all ingredients had dissolved (~10 min). The resulting solution was treated with palladium acetate (29 mg, 0.13 mmol, 0.02 equiv.), triphenylphosphine (103 mg, 0.39 mmol, 0.06 equiv.), 2 M aqueous sodium carbonate (3.9 mL, 7.8 mmol, 1.2 equiv.) and d... Reactants: Cc1ccccc1, O=S(Cl)Cl, CCCc1oc(-c2ccccc2)nc1CO. The product is CCCc1oc(-c2ccccc2)nc1CCl. Reaction SMILES: [CH3:21][c:22]1[cH:23][cH:24][cH:25][cH:26][cH:27]1.[S:17]([Cl:18])([Cl:19])=[O:20].[c:1]1(-[c:7]2[o:8][c:9]([CH2:14][CH2:15][CH3:16])[c:10]([CH2:12][OH:13])[n:11]2)[cH:2][cH:3][cH:4][cH:5][cH:6]1>>[c:1]1(-[c:7]2[o:8][c:9]([CH2:14][CH2:15][CH3:16])[c:10]([CH2:12][Cl:19])[n:11]2)[cH:2][cH:3][cH:4][cH:5][cH:6]1. Reported procedure: To a suspension of 1,1,1-trifluoro-2-(4-(2-(hydroxymethyl)-4-(thiophen-3-ylsulfonyl)piperazin-1-yl)phenyl)-2-propanol hydrochloride (50 mg, 0.103 mmol, Example 44) in CH2Cl2 (2.0 mL) at room temperature was added solid sodium bicarbonate (17.25 mg, 0.205 mmol) followed by Dess-Martin periodinane (47.9 mg, 0.113 mmol, Sigma-Aldrich, St. Louis, Mo.). The reaction was stirred at this temperature for 30 min and then filtered through a pad of Celite® (diatomaceous earth) eluting with CH2Cl2. The filt... Reaction SMILES: C([O:8][CH2:9][CH:10]1[CH2:15][N:14]([S:16]([C:19]2[S:20][CH:21]=[CH:22][CH:23]=2)(=[O:18])=[O:17])[CH2:13][CH2:12][N:11]1[C:24]1[CH:29]=[CH:28][C:27]([C:30]([OH:36])([CH3:35])[C:31]([F:34])([F:33])[F:32])=[CH:26][CH:25]=1)C1C=CC=CC=1.C(=O)(O)[O-].[Na+].CC(OI1(OC(C)=O)(OC(C)=O)OC(=O)C2C=CC=CC1=2)=O>C(Cl)Cl>[S:20]1[CH:21]=[CH:22][CH:23]=[C:19]1[S:16]([N:14]1[CH2:13][CH2:12][N:11]([C:24]2[CH:25]=[CH:26][C:27]([C:30]([OH:36])([CH3:35])[C:31]([F:33])([F:32])[F:34])=[CH:28][CH:29]=2)[CH:10]([CH:9]=[O:8])[CH2:15]1)(=[O:17])=[O:18] |f:1.2|. Run in C(Cl)Cl (CH2Cl2). Product: S1C(=CC=C1)S(=O)(=O)N1CC(N(CC1)C1=CC=C(C=C1)C(C(F)(F)F)(C)O)C=O (4-(2-thiophenylsulfonyl)-1-(4-(2,2,2-trifluoro-1-hydroxy-1-methylethyl)phenyl)-2-piperazinecarbaldehyde). Reaction conditions: time 30 minute. Reactants: C([O-])(O)=O.[Na+] (sodium bicarbonate), C(C1=CC=CC=C1)OCC1N(CCN(C1)S(=O)(=O)C=1SC=CC1)C1=CC=C(C=C1)C(C(F)(F)F)(C)O (2-(4-(2-((benzyloxy)methyl)-4-(2-thiophenylsulfonyl)-1-piperazinyl)phenyl)-1,1,1-trifluoro-2-propanol), CC(=O)OI1(C=2C=CC=CC2C(=O)O1)(OC(=O)C)OC(=O)C (Dess-Martin periodinane). The reactants are O=C(n1ccnc1)n1ccnc1, CCOC(=O)C(=O)N1CCC(N)C1, C1CCOC1, CCN(C(C)C)C(C)C, O=C(O)c1ccc(Cl)s1, O=C(O)C(F)(F)F. Product: CCOC(=O)C(=O)N1CCC(NC(=O)c2ccc(Cl)s2)C1. As a reaction SMILES: [C:10]([n:11]1[cH:12][cH:13][n:14][cH:15]1)([n:16]1[cH:17][cH:18][n:19][cH:20]1)=[O:21].[CH2:29]([CH3:30])[O:31][C:32]([C:33](=[O:34])[N:35]1[CH2:36][CH:37]([NH2:40])[CH2:38][CH2:39]1)=[O:41].[CH2:42]1[O:43][CH2:44][CH2:45][CH2:46]1.[CH:47]([N:48]([CH2:49][CH3:50])[CH:51]([CH3:52])[CH3:53])([CH3:54])[CH3:55].[Cl:1][c:2]1[cH:3][cH:4][c:5]([C:7](=[O:8])[OH:9])[s:6]1.[F:22][C:23]([F:24])([F:25])[C:26]([OH:27])=[O:28]>>[Cl:1][c:2]1[cH:3][cH:4][c:5]([C:7](=[O:9])[NH:40][CH:37]2[CH2:36][N:35]([C:33]([C:32]([O:31][CH2:29][CH3:30])=[O:41])=[O:34])[CH2:39][CH2:38]2)[s:6]1. The reactants are [H][H] (hydrogen), C(C1=CC=CC=C1)OC([C@H]1N(CCC1)C(CCC([C@H](CC1=CC=CC=C1)NC(C1=CC=CC=C1)=O)=O)=O)=O ((5S)-5-[(N-benzoyl)amino]-4-oxo-6-phenyl-hexanoyl-L-proline benzyl ester). Reagents/catalysts: [Pd] (Pd/C). Run in CCOC(=O)C.CO (EtOAc MeOH). Product: C(C1=CC=CC=C1)(=O)N[C@H](C(CCC(=O)N1[C@H](C(=O)O)CCC1)=O)CC1=CC=CC=C1 ((5S)-5-[(N-benzoyl)amino]-4-oxo-6-phenyl-hexanoyl-L-proline), powder. Yield: 82.0%. As a reaction SMILES: C([O:8][C:9](=[O:38])[C@@H:10]1[CH2:14][CH2:13][CH2:12][N:11]1[C:15](=[O:37])[CH2:16][CH2:17][C:18](=[O:36])[C@@H:19]([NH:27][C:28](=[O:35])[C:29]1[CH:34]=[CH:33][CH:32]=[CH:31][CH:30]=1)[CH2:20][C:21]1[CH:26]=[CH:25][CH:24]=[CH:23][CH:22]=1)C1C=CC=CC=1.[H][H]>CCOC(C)=O.CO.[Pd]>[C:28]([NH:27][C@@H:19]([CH2:20][C:21]1[CH:22]=[CH:23][CH:24]=[CH:25][CH:26]=1)[C:18](=[O:36])[CH2:17][CH2:16][C:15]([N:11]1[CH2:12][CH2:13][CH2:14][C@H:10]1[C:9]([OH:38])=[O:8])=[O:37])(=[O:35])[C:29]1[CH:34]=[CH:33][CH:32]=[CH:31][CH:30]=1 |f:2.3|. Procedure details: To a stirred solution of the (5S)-5-[(N-benzoyl)amino]-4-oxo-6-phenyl-hexanoyl-L-proline benzyl ester (100 mg, 0.1951 mmol) in dry EtOAc-MeOH (3:1 ratio) (10 mL) was added 10% Pd/C (100 mg) and the resulting mixture stirred at room temperature under 1 atmosphere of hydrogen for 24 h. Filtration of the black Pd residue and evaporation of the filtrate gave a pale yellow crude residue. Column chromatography on silica gel elution with 37% MeOH-EtOAc afforded the (5S)-5-[(N-benzoyl)amino]-4-oxo-6-phe... Reactants: O=C([O-])[O-], Cc1[nH]c(=S)[nH]c(=O)c1Cc1ccccc1, CCI, CN(C)C=O, [K+], [K+]. The product is CCSc1nc(C)c(Cc2ccccc2)c(=O)[nH]1. As a reaction SMILES: [C:17](=[O:18])([O-:19])[O-:20].[CH2:1]([c:2]1[cH:3][cH:4][cH:5][cH:6][cH:7]1)[c:8]1[c:9](=[O:16])[nH:10][c:11](=[S:15])[nH:12][c:13]1[CH3:14].[CH2:23]([CH3:24])[I:25].[CH3:26][N:27]([CH3:28])[CH:29]=[O:30].[K+:21].[K+:22]>>[CH2:1]([c:2]1[cH:3][cH:4][cH:5][cH:6][cH:7]1)[c:8]1[c:9](=[O:16])[nH:10][c:11]([S:15][CH2:23][CH3:24])[n:12][c:13]1[CH3:14]. RXN SMILES: [Cl:1][C:2]1[CH:7]=[CH:6][C:5]([NH:8][C:9]([NH:11][C:12]2[CH:17]=[CH:16][C:15]([N:18]3[C:26](I)=[N:25][C:24]4[C:19]3=[N:20][CH:21]=[N:22][C:23]=4[NH:28][CH3:29])=[CH:14][CH:13]=2)=[O:10])=[CH:4][C:3]=1[C:30]([F:33])([F:32])[F:31].[CH3:34][OH:35]>>[Cl:1][C:2]1[CH:7]=[CH:6][C:5]([NH:8][C:9]([NH:11][C:12]2[CH:17]=[CH:16][C:15]([N:18]3[C:26]([O:35][CH3:34])=[N:25][C:24]4[C:19]3=[N:20][CH:21]=[N:22][C:23]=4[NH:28][CH3:29])=[CH:14][CH:13]=2)=[O:10])=[CH:4][C:3]=1[C:30]([F:33])([F:32])[F:31]. The product is ClC1=C(C=C(C=C1)NC(=O)NC1=CC=C(C=C1)N1C2=NC=NC(=C2N=C1OC)NC)C(F)(F)F (1-(4-Chloro-3-(trifluoromethyl)phenyl)-3-[4-(8-methoxy-6-(methylamino)purin-9-yl)phenyl]urea). Starting materials: ClC1=C(C=C(C=C1)NC(=O)NC1=CC=C(C=C1)N1C2=NC=NC(=C2N=C1I)NC)C(F)(F)F (1-(4-chloro-3-(trifluoromethyl)phenyl)-3-[4-(8-iodo-6-(methylamino)purin-9-yl)phenyl]urea), CO (methanol). Procedure details: The title compound can be prepared from 1-(4-chloro-3-(trifluoromethyl)phenyl)-3-[4-(8-iodo-6-(methylamino)purin-9-yl)phenyl]urea and methanol by using the same technique as in Example 136.